From a dataset of the Open Reaction Database (ORD), a public repository of structured organic reaction records. describe an organic reaction: reactants, conditions, products, and yield The reactants are BrCCCCCCCCCCOC(CC=C)CC=C (4-(10-bromodecyloxy)-1,6-heptadiene), OC1=CC=C(C(=O)OC)C=C1 (methyl 4-hydroxybenzoate), C([O-])([O-])=O.[K+].[K+] (potassium carbonate). The solvent is CC(CC)=O (2-butanone). Run at time 11 hour. Yields the product C=CCC(CC=C)OCCCCCCCCCCOC1=CC=C(C(=O)OC)C=C1 (methyl 4-{10-(1,6-heptadien-4-yloxy)decyloxy}benzoate). Yield: 76.8%. RXN SMILES: Br[CH2:2][CH2:3][CH2:4][CH2:5][CH2:6][CH2:7][CH2:8][CH2:9][CH2:10][CH2:11][O:12][CH:13]([CH2:17][CH:18]=[CH2:19])[CH2:14][CH:15]=[CH2:16].[OH:20][C:21]1[CH:30]=[CH:29][C:24]([C:25]([O:27][CH3:28])=[O:26])=[CH:23][CH:22]=1.C(=O)([O-])[O-].[K+].[K+]>CC(=O)CC>[CH2:16]=[CH:15][CH2:14][CH:13]([O:12][CH2:11][CH2:10][CH2:9][CH2:8][CH2:7][CH2:6][CH2:5][CH2:4][CH2:3][CH2:2][O:20][C:21]1[CH:22]=[CH:23][C:24]([C:25]([O:27][CH3:28])=[O:26])=[CH:29][CH:30]=1)[CH2:17][CH:18]=[CH2:19] |f:2.3.4|. Procedure details: 15 g of the compound (4), 8.3 g of methyl 4-hydroxybenzoate and 23 g of potassium carbonate were dissolved in 100 ml of 2-butanone, and reflux was carried out for 11 hours in an atmosphere of argon. After the solid matter generated was filtered off, the solvent was evaporated, and the residue was purified by a chromatography using a column filled with alumina and silica gel, to obtain 14 g of the compound (5). (Yield: 77%) The reactants are [N+](=O)([O-])C1=CC=C(C=C1)O (4-nitrophenol), BrCC(=O)OC (methyl bromoacetate), C([O-])([O-])=O.[K+].[K+] (potassium carbonate). The solvent is CN(C=O)C (dimethylformamide), O (water). The product is [N+](=O)([O-])C1=CC=C(OCC(=O)OC)C=C1 (Methyl 4-nitrophenoxyacetate). Yield: 74.5%. As a reaction SMILES: [N+:1]([C:4]1[CH:9]=[CH:8][C:7]([OH:10])=[CH:6][CH:5]=1)([O-:3])=[O:2].Br[CH2:12][C:13]([O:15][CH3:16])=[O:14].C(=O)([O-])[O-].[K+].[K+]>CN(C)C=O.O>[N+:1]([C:4]1[CH:9]=[CH:8][C:7]([O:10][CH2:12][C:13]([O:15][CH3:16])=[O:14])=[CH:6][CH:5]=1)([O-:3])=[O:2] |f:2.3.4|. Procedure: A solution of 56 g of 4-nitrophenol, 90 g of methyl bromoacetate and 100 g of potassium carbonate in 500 ml of dimethylformamide was stirred at room temperature for 2 days. At the end of this time, the reaction mixture was freed from dimethylformamide by distillation under reduced pressure. The residue thus obtained was diluted with water, after which it was extracted with ethyl acetate. The extract was washed with water and dried over anhydrous sodium sulfate, after which the solvent was remove... The reactants are O1C(CCCC1)OCCCCCC(C)(C)F (6-fluoro-6-methylheptyl 2-tetrahydropyranyl ether), C1(=CC=C(C=C1)S(=O)(=O)[O-])C.[NH+]1=CC=CC=C1 (pyridinium p-toluenesulfonate). The solvent is CCO (EtOH). Conditions: time 41 hour. Yields the product FC(CCCCCO)(C)C (6-fluoro-6-methyl-1-heptanol). Isolated yield 87.1%. RXN SMILES: O1CCCCC1[O:7][CH2:8][CH2:9][CH2:10][CH2:11][CH2:12][C:13]([F:16])([CH3:15])[CH3:14].C1(C)C=CC(S([O-])(=O)=O)=CC=1.[NH+]1C=CC=CC=1>CCO>[F:16][C:13]([CH3:15])([CH3:14])[CH2:12][CH2:11][CH2:10][CH2:9][CH2:8][OH:7] |f:1.2|. Procedure details: A stirred solution of the product from Step III (3.34 g, 0.0144 mol) in absolute EtOH was treated with pyridinium p-toluenesulfonate (0.47 g, 0.00187 mol) and kept under nitrogen at ambient temperature for 41 hours. The mixture was concentrated and the residue, dissolved in EtOAc, was washed with aqueous NaHCO3 and brine, dried (MgSO4) and concentrated. The residue was chromatographed on silica gel with 5 to 20% EtOAc-hexane to give 1.86 g of 6-fluoro-6-methyl-1-heptanol.